From a dataset of the Open Reaction Database (ORD), a public repository of structured organic reaction records. describe an organic reaction: reactants, conditions, products, and yield Reactants: COc1ccc(CC#N)cc1OC, CC[O-], CCO, CCOC=O, [Na+]. Product: COc1ccc(C(C#N)C=O)cc1OC. RXN SMILES: [CH3:1][O:2][c:3]1[cH:4][c:5]([CH2:11][C:12]#[N:13])[cH:6][cH:7][c:8]1[O:9][CH3:10].[CH3:20][CH2:21][O-:22].[CH3:23][CH2:24][OH:25].[CH:14](=[O:15])[O:16][CH2:17][CH3:18].[Na+:19]>>[CH3:1][O:2][c:3]1[cH:4][c:5]([CH:11]([C:12]#[N:13])[CH:14]=[O:15])[cH:6][cH:7][c:8]1[O:9][CH3:10]. Reactants: Cl (HCl), CC1=C(OC2=C1C(=CC=C2)OC)C(=O)OCC (ethyl 3-methyl-4-methoxybenzofuran-2-carboxylate), C(C1=CC=CC=C1)(=O)Cl (benzoyl chloride), [Cl-].[Al+3].[Cl-].[Cl-] (aluminum chloride). Run in ClCCCl (1,2-dichloroethane). Yields the product CC1=C(OC2=C1C(=CC=C2C(C2=CC=CC=C2)=O)OC)C(=O)OCC (ethyl 3-methyl-4-methoxy-7-benzoylbenzofuran-2-carboxylate). Reaction SMILES: [CH3:1][C:2]1[C:6]2[C:7]([O:11][CH3:12])=[CH:8][CH:9]=[CH:10][C:5]=2[O:4][C:3]=1[C:13]([O:15][CH2:16][CH3:17])=[O:14].[C:18](Cl)(=[O:25])[C:19]1[CH:24]=[CH:23][CH:22]=[CH:21][CH:20]=1.[Cl-].[Al+3].[Cl-].[Cl-].Cl>ClCCCl>[CH3:1][C:2]1[C:6]2[C:7]([O:11][CH3:12])=[CH:8][CH:9]=[C:10]([C:18](=[O:25])[C:19]3[CH:24]=[CH:23][CH:22]=[CH:21][CH:20]=3)[C:5]=2[O:4][C:3]=1[C:13]([O:15][CH2:16][CH3:17])=[O:14] |f:2.3.4.5|. Procedure details: To a solution of ethyl 3-methyl-4-methoxybenzofuran-2-carboxylate (1.00 g, 4.27 mmol) and benzoyl chloride (1.80 g, 12.81 mmol) in 1,2-dichloroethane (12 mL) was added aluminum chloride (1.71 g, 12.81 mmol) in portions. The mixture was heated to reflux for 1.5 hours then allowed to cool and poured into 2N HCl (50 mL). The resulting mixture was extracted with methylene chloride (3×30 mL) and the combined extracts washed with saturated NaHCO3 (3×25 mL), dried (Na2SO4), and concentrated. The crude ... Starting materials: ice, C(C)N1N=CC=C1C(=O)O (1-ethyl-1H-pyrazole-5-carboxylic acid), C(C(=O)Cl)(=O)Cl (oxalyl chloride), ClC1=C(C=C(C=C1)OC)C=1C(=NC(=CC1)N)N (3-(2-chloro-5-methoxyphenyl)pyridine-2,6-diamine), N1=C(C=CC=C1C)C (lutidine). Reagents/catalysts: CN(C=O)C (dimethylformamide). Solvent: ClCCl (dichloromethane), O1CCCC1 (tetrahydrofuran), C(C)#N (acetonitrile). Reaction conditions: time 1 hour. Yields the product NC1=C(C=CC(=N1)NC(=O)C1=CC=NN1CC)C1=C(C=CC(=C1)OC)Cl (N-[6-Amino-5-(2-chloro-5-methoxyphenyl)pyridin-2-yl]-1-ethyl-1H-pyrazole-5-carboxamide). Isolated yield 20.2%. RXN SMILES: [CH2:1]([N:3]1[C:7]([C:8]([OH:10])=O)=[CH:6][CH:5]=[N:4]1)[CH3:2].C(Cl)(=O)C(Cl)=O.[Cl:17][C:18]1[CH:23]=[CH:22][C:21]([O:24][CH3:25])=[CH:20][C:19]=1[C:26]1[C:27]([NH2:33])=[N:28][C:29]([NH2:32])=[CH:30][CH:31]=1.N1C(C)=CC=CC=1C>ClCCl.O1CCCC1.CN(C)C=O.C(#N)C>[NH2:33][C:27]1[N:28]=[C:29]([NH:32][C:8]([C:7]2[N:3]([CH2:1][CH3:2])[N:4]=[CH:5][CH:6]=2)=[O:10])[CH:30]=[CH:31][C:26]=1[C:19]1[CH:20]=[C:21]([O:24][CH3:25])[CH:22]=[CH:23][C:18]=1[Cl:17]. Procedure: To an ice-cooled solution of 1-ethyl-1H-pyrazole-5-carboxylic acid (0.140 g, 1 mmol) in dichloromethane (2 ml) and tetrahydrofuran (2 ml) was added oxalyl chloride (0.262 ml, 3 mmol) followed by 1 drop of dimethylformamide. The reaction was stirred at room temperature for 1 hour before concentration in vacuo. The residue was azeotroped with dichloromethane, dissolved in acetonitrile (4 ml) and 2 ml was added dropwise to a cooled solution of 3-(2-chloro-5-methoxyphenyl)pyridine-2,6-diamine (prepa...